This data is from the Open Reaction Database (ORD), a public repository of structured organic reaction records. The task is: describe an organic reaction: reactants, conditions, products, and yield Starting materials: NC(CC1=CC=CC=C1)C(=O)O (d,l-phenylalanine), C([O-])([O-])=O.[Na+].[Na+] (sodium carbonate), C(=O)(OCC)N1C(C=2C(C1=O)=CC=CC2)=O (N-carboethoxyphthalimide). Run in O (water). Run at time 1.5 hour. Yields the product C1(C=2C(C(N1C(C(=O)O)CC1=CC=CC=C1)=O)=CC=CC2)=O (2-phthalimido-3-phenylpropionic acid). The yield is 73.7%. As a reaction SMILES: [NH2:1][CH:2]([C:10]([OH:12])=[O:11])[CH2:3][C:4]1[CH:9]=[CH:8][CH:7]=[CH:6][CH:5]=1.C(=O)([O-])[O-].[Na+].[Na+].C(N1[C:28](=[O:29])[C:27]2=[CH:30][CH:31]=[CH:32][CH:33]=[C:26]2[C:25]1=[O:34])(OCC)=O>O>[C:25]1(=[O:34])[N:1]([CH:2]([CH2:3][C:4]2[CH:9]=[CH:8][CH:7]=[CH:6][CH:5]=2)[C:10]([OH:12])=[O:11])[C:28](=[O:29])[C:27]2=[CH:30][CH:31]=[CH:32][CH:33]=[C:26]12 |f:1.2.3|. Reported procedure: To a stirred solution of d,l-phenylalanine (4.17 g, 25.0 mmol) and sodium carbonate (2.78 g, 26.25 mmol) in 50 mL of water is added N-carboethoxyphthalimide (5.65 g, 25.0 mmol). The resulting slurry is stirred for 1.5 hour and filtered. The pH of the filtrate is adjusted to 1-2 with 4 N hydrochloric acid with stirring. After 20 minutes, the slurry is refiltered and the solid washed with water. The solid is dried in vacuo (60° C.,<1 mm) to afford 5.44 g (74%) of 2-phthalimido-3-phenylpropionic ac...